This data is from the Open Reaction Database (ORD), a public repository of structured organic reaction records. The task is: describe an organic reaction: reactants, conditions, products, and yield Yields the product N1=NC(=CC=C1)NC(=O)N1CC(C1)OC1=NC=C(C=C1)C1=C(C=CC(=C1)OC)OC (3-[5-(2,5-Dimethoxy-phenyl)-pyridin-2-yloxy]-azetidine-1-carboxylic acid pyridazin-3-ylamide). Isolated yield 83.0%. As a reaction SMILES: [N:1]1[CH:6]=[CH:5][CH:4]=[C:3]([NH:7][C:8]([N:10]2[CH2:13][CH:12]([O:14][C:15]3[CH:20]=[CH:19][C:18](I)=[CH:17][N:16]=3)[CH2:11]2)=[O:9])[N:2]=1.[CH3:22][O:23][C:24]1[CH:29]=[CH:28][C:27]([O:30][CH3:31])=[CH:26][C:25]=1B(O)O>>[N:1]1[CH:6]=[CH:5][CH:4]=[C:3]([NH:7][C:8]([N:10]2[CH2:13][CH:12]([O:14][C:15]3[CH:20]=[CH:19][C:18]([C:28]4[CH:29]=[C:24]([O:23][CH3:22])[CH:25]=[CH:26][C:27]=4[O:30][CH3:31])=[CH:17][N:16]=3)[CH2:11]2)=[O:9])[N:2]=1. The reactants are N1=NC(=CC=C1)NC(=O)N1CC(C1)OC1=NC=C(C=C1)I (3-(5-Iodo-pyridin-2-yloxy)-azetidine-1-carboxylic acid pyridazin-3-ylamide), COC1=C(C=C(C=C1)OC)B(O)O (2,5-Dimethoxybenzeneboronic acid). Procedure details: This compound was prepared by the method outlined for example 5 step 6. Thus 3-(5-Iodo-pyridin-2-yloxy)-azetidine-1-carboxylic acid pyridazin-3-ylamide (100 mg, 0.25 mmol) was reacted with 2,5-Dimethoxybenzeneboronic acid (Cas. No 107099-99-0, 69 mg, 0.38 mmol) to afford title compound (84 mg, 83%) as an off-white powder. LCMS: (Method B) RT=1.19 min; m/z=408 [M+H]+.